Dataset: the Open Reaction Database (ORD), a public repository of structured organic reaction records. Task: describe an organic reaction: reactants, conditions, products, and yield Reactants: CN=C(SC)SC, C[N+](=O)[O-], c1ccccc1. The product is CNC(=C[N+](=O)[O-])SC. Reaction SMILES: [CH3:1][S:2][C:3](=[N:4][CH3:5])[S:6][CH3:7].[N+:8](=[O:9])([O-:10])[CH3:11].[cH:12]1[cH:13][cH:14][cH:15][cH:16][cH:17]1>>[CH3:1][S:2][C:3]([NH:4][CH3:5])=[CH:11][N+:8](=[O:9])[O-:10].